This data is from the Open Reaction Database (ORD), a public repository of structured organic reaction records. The task is: describe an organic reaction: reactants, conditions, products, and yield The reactants are C(C1=CC=CC=C1)OC(N[C@H](C(=O)N1[C@@H](CCC1)C(=O)N1[C@@H](CCC1)C(N[C@H](C(=O)N)CO)=O)CO)=O (Benzyl-(S)-1-((S)-2-((S)-2-((S)-1-amino-3-hydroxy-1-oxopropan-2-ylcarbamoyl)pyrrolidine-1-carbonyl)pyrrolidin-1-yl)-3-hydroxy-1-oxopropan-2-ylcarbamate). The reagents and catalysts are [Pd] (Pd/C). Run in CO (methanol). Reaction conditions: time 2 hour. Yields the product NC([C@H](CO)NC(=O)[C@H]1N(CCC1)C(=O)[C@H]1N(CCC1)C([C@H](CO)N)=O)=O ((S)—N—((S)-1-amino-3-hydroxy-1-oxopropan-2-yl)-1-((S)-1-((S)-2-amino-3-hydroxy-propanoyl)-pyrrolidine-2-carbonyl)-pyrrolidine-2-carboxamide). The yield is 68.3%. As a reaction SMILES: C(OC(=O)[NH:10][C@@H:11]([CH2:35][OH:36])[C:12]([N:14]1[CH2:18][CH2:17][CH2:16][C@H:15]1[C:19]([N:21]1[CH2:25][CH2:24][CH2:23][C@H:22]1[C:26](=[O:34])[NH:27][C@@H:28]([CH2:32][OH:33])[C:29]([NH2:31])=[O:30])=[O:20])=[O:13])C1C=CC=CC=1>CO.[Pd]>[NH2:31][C:29](=[O:30])[C@@H:28]([NH:27][C:26]([C@@H:22]1[CH2:23][CH2:24][CH2:25][N:21]1[C:19]([C@@H:15]1[CH2:16][CH2:17][CH2:18][N:14]1[C:12](=[O:13])[C@@H:11]([NH2:10])[CH2:35][OH:36])=[O:20])=[O:34])[CH2:32][OH:33]. Procedure details: Benzyl-(S)-1-((S)-2-((S)-2-((S)-1-amino-3-hydroxy-1-oxopropan-2-ylcarbamoyl)pyrrolidine-1-carbonyl)pyrrolidin-1-yl)-3-hydroxy-1-oxopropan-2-ylcarbamate 7 (300 mg, 0.57 mmol) was dissolved in methanol (8 mL), 10% Pd/C (50 mg) was added and reaction mixture was stirred under hydrogen atmosphere for 2 h. The reaction mixture was filtered and the filtrate was concentrated under reduced pressure to yield compound C (150 mg, 68%).